The task is: describe an organic reaction: reactants, conditions, products, and yield. This data is from the Open Reaction Database (ORD), a public repository of structured organic reaction records. The reactants are O=C([O-])O, COc1cc(C=C(CCCCl)C(=O)NC2CCc3ccccc3C2)ccc1-n1cnc(C)c1, CCOC(C)=O, [H-], [Na+], [Na+], CN(C)C=O. Product: COc1cc(C=C2CCCN(C3CCc4ccccc4C3)C2=O)ccc1-n1cnc(C)c1. RXN SMILES: [C:36](=[O:37])([OH:38])[O-:39].[CH2:3]1[CH:4]([NH:13][C:14]([C:15]([CH2:16][CH2:17][CH2:18][Cl:19])=[CH:20][c:21]2[cH:22][c:23]([O:33][CH3:34])[c:24](-[n:27]3[cH:28][n:29][c:30]([CH3:32])[cH:31]3)[cH:25][cH:26]2)=[O:35])[CH2:5][CH2:6][c:7]2[cH:8][cH:9][cH:10][cH:11][c:12]21.[CH3:41][CH2:42][O:43][C:44](=[O:45])[CH3:46].[H-:1].[Na+:2].[Na+:40].[O:47]=[CH:48][N:49]([CH3:50])[CH3:51]>>[CH2:3]1[CH:4]([N:13]2[C:14](=[O:35])[C:15](=[CH:20][c:21]3[cH:22][c:23]([O:33][CH3:34])[c:24](-[n:27]4[cH:28][n:29][c:30]([CH3:32])[cH:31]4)[cH:25][cH:26]3)[CH2:16][CH2:17][CH2:18]2)[CH2:5][CH2:6][c:7]2[cH:8][cH:9][cH:10][cH:11][c:12]21.